From a dataset of the Open Reaction Database (ORD), a public repository of structured organic reaction records. describe an organic reaction: reactants, conditions, products, and yield Reactants: CC(C)=O, COc1ccc(C2OCCO2)c2c1N(Cc1ccc(-c3ccsc3)nc1)C(=O)CC2, O, Cc1ccc(S(=O)(=O)[O-])cc1, c1cc[nH+]cc1. The product is COc1ccc(C=O)c2c1N(Cc1ccc(-c3ccsc3)nc1)C(=O)CC2. Reaction SMILES: [CH3:48][C:49](=[O:50])[CH3:51].[O:18]1[CH:19]([c:23]2[c:24]3[c:29]([c:30]([O:33][CH3:34])[cH:31][cH:32]2)[N:28]([CH2:35][c:36]2[cH:37][n:38][c:39](-[c:42]4[cH:43][s:44][cH:45][cH:46]4)[cH:40][cH:41]2)[C:27](=[O:47])[CH2:26][CH2:25]3)[O:22][CH2:21][CH2:20]1.[OH2:52].[c:1]1([CH3:2])[cH:3][cH:4][c:5]([S:6]([O-:7])(=[O:8])=[O:9])[cH:10][cH:11]1.[nH+:12]1[cH:13][cH:14][cH:15][cH:16][cH:17]1>>[O:18]=[CH:19][c:23]1[c:24]2[c:29]([c:30]([O:33][CH3:34])[cH:31][cH:32]1)[N:28]([CH2:35][c:36]1[cH:37][n:38][c:39](-[c:42]3[cH:43][s:44][cH:45][cH:46]3)[cH:40][cH:41]1)[C:27](=[O:47])[CH2:26][CH2:25]2. The reactants are C(CC)OC=1C=C(C=O)C=CC1OC (3-(propyloxy)-4-methoxybenzaldehyde). The solvent is CCO (EtOH). Conditions: temperature 0 celsius, time 2 hour. Yields the product C(CC)OC=1C=C(CO)C=CC1OC (3-(propyloxy)-4-methoxybenzyl alcohol). The yield is 87.2%. RXN SMILES: [CH2:1]([O:4][C:5]1[CH:6]=[C:7]([CH:10]=[CH:11][C:12]=1[O:13][CH3:14])[CH:8]=[O:9])[CH2:2][CH3:3]>CCO>[CH2:1]([O:4][C:5]1[CH:6]=[C:7]([CH:10]=[CH:11][C:12]=1[O:13][CH3:14])[CH2:8][OH:9])[CH2:2][CH3:3]. Reported procedure: Crude 3-(propyloxy)-4-methoxybenzaldehyde (2.60 g) was dissolved in EtOH (30 mL) and cooled to 0° C. NABH4 (0.499 g, 13.2 mmol) was added portionwise. after the addition was completed, the ice-water bath was removed and the reaction mixture was stirred at room temperature for 2 hours. Water (50 mL) was added and the resulting mixture was extracted with diethyl ether (3×100 mL). The combined organic layers were dried over anhydrous MgSO4. Removal of the solvent gave a pale yellow oil which was pu... The reactants are BrC=1C=C2C=NN=C(C2=CC1)NCCN(C)C (6-Bromo-N-(2-(dimethylamino)ethyl)phthalazin-1-amine), C(C)(=O)[O-].[K+] (potassium acetate), B1(OC(C(O1)(C)C)(C)C)B2OC(C(O2)(C)C)(C)C (bis(pinacolato)diboron), BrC=1C=C(C(=O)NC2CC2)C=CC1C (3-bromo-N-cyclopropyl-4-methylbenzamide), C([O-])([O-])=O.[Na+].[Na+] (sodium carbonate), O (water). The reagents and catalysts are C1=CC=C(C=C1)P([C-]2C=CC=C2)C3=CC=CC=C3.C1=CC=C(C=C1)P([C-]2C=CC=C2)C3=CC=CC=C3.Cl[Pd]Cl.[Fe+2] (1,1′-bis(diphenylphosphino)ferrocene-palladium dichloride), C=1C=CC(=CC1)[P](C=2C=CC=CC2)(C=3C=CC=CC3)[Pd]([P](C=4C=CC=CC4)(C=5C=CC=CC5)C=6C=CC=CC6)([P](C=7C=CC=CC7)(C=8C=CC=CC8)C=9C=CC=CC9)[P](C=1C=CC=CC1)(C=1C=CC=CC1)C=1C=CC=CC1 (tetrakis(triphenylphosphine)palladium). Solvent: CCOC(=O)C (EtOAc), O1CCOCC1 (dioxane), C(C)O (ethyl alcohol). Conditions: temperature 160 celsius. Product: C1(CC1)NC(C1=CC(=C(C=C1)C)C=1C=C2C=NN=C(C2=CC1)NCCN(C)C)=O (N-cyclopropyl-3-(1-(2-(dimethylamino)ethylamino)phthalazin-6-yl)-4-methylbenzamide). Reaction SMILES: Br[C:2]1[CH:3]=[C:4]2[C:9](=[CH:10][CH:11]=1)[C:8]([NH:12][CH2:13][CH2:14][N:15]([CH3:17])[CH3:16])=[N:7][N:6]=[CH:5]2.C([O-])(=O)C.[K+].B1(B2OC(C)(C)C(C)(C)O2)OC(C)(C)C(C)(C)O1.Br[C:42]1[CH:43]=[C:44]([CH:51]=[CH:52][C:53]=1[CH3:54])[C:45]([NH:47][CH:48]1[CH2:50][CH2:49]1)=[O:46].C(=O)([O-])[O-].[Na+].[Na+].O>O1CCOCC1.CCOC(C)=O.C1C=CC(P(C2C=CC=CC=2)[C-]2C=CC=C2)=CC=1.C1C=CC(P(C2C=CC=CC=2)[C-]2C=CC=C2)=CC=1.Cl[Pd]Cl.[Fe+2].C1C=CC([P]([Pd]([P](C2C=CC=CC=2)(C2C=CC=CC=2)C2C=CC=CC=2)([P](C2C=CC=CC=2)(C2C=CC=CC=2)C2C=CC=CC=2)[P](C2C=CC=CC=2)(C2C=CC=CC=2)C2C=CC=CC=2)(C2C=CC=CC=2)C2C=CC=CC=2)=CC=1.C(O)C>[CH:48]1([NH:47][C:45](=[O:46])[C:44]2[CH:51]=[CH:52][C:53]([CH3:54])=[C:42]([C:2]3[CH:3]=[C:4]4[C:9](=[CH:10][CH:11]=3)[C:8]([NH:12][CH2:13][CH2:14][N:15]([CH3:17])[CH3:16])=[N:7][N:6]=[CH:5]4)[CH:43]=2)[CH2:49][CH2:50]1 |f:1.2,5.6.7,11.12.13.14,^1:117,119,138,157|. Procedure details: 6-Bromo-N-(2-(dimethylamino)ethyl)phthalazin-1-amine (115 mg, 390 μmol), potassium acetate (53 mg, 550 μmol), bis(pinacolato)diboron (139 mg, 550 μmol), and 1,1′-bis(diphenylphosphino)ferrocene-palladium dichloride (29 mg, 40 μmol) were suspended in dioxane (4 mL) and placed in the microwave for I 0 min at 160° C. To the reaction was added a mixture of 3-bromo-N-cyclopropyl-4-methylbenzamide (99 mg, 390 μmol), sodium carbonate-2 M in water (0.29 mL, 0.58 mmol), tetrakis(triphenylphosphine)pallad... Reactants: B(Br)(Br)Br (boron tribromide), solution, COCCOCOC(C)C=1C=C(SC1C)S(=O)(=S)N (4-[1-(methoxyethoxymethoxy)ethyl]-5-methylthiothiophene-2-sulfonamide), C(=O)(O)[O-].[Na+] (NaHCO3), C[Sn](C)(C)C (tetramethyl tin), C(=O)(O)[O-].[Na+] (NaHCO3). The solvent is C(Cl)Cl (methylene chloride), C(Cl)Cl (methylene chloride), C(CCC)Cl (n-butyl chloride). Conditions: temperature -50 celsius, time 0.5 hour. Product: OC(C)C=1C=C(SC1C)S(=O)(=S)N (4-(1-Hydroxyethyl)-5-methylthiothiophene-2-sulfonamide). Yield: 22.7%. As a reaction SMILES: B(Br)(Br)Br.C[Sn](C)(C)C.COCCOC[O:16][CH:17]([C:19]1[CH:20]=[C:21]([S:25]([NH2:28])(=[S:27])=[O:26])[S:22][C:23]=1[CH3:24])[CH3:18].C([O-])(O)=O.[Na+]>C(Cl)Cl.C(Cl)CCC>[OH:16][CH:17]([C:19]1[CH:20]=[C:21]([S:25]([NH2:28])(=[S:27])=[O:26])[S:22][C:23]=1[CH3:24])[CH3:18] |f:3.4|. Reported procedure: To boron tribromide (40 ml of a 1.0M solution in methylene chloride) cooled under a nitrogen atmosphere to -50° C. was added dropwise over 1/2 hour tetramethyl tin (7.15 g, 0.04 mol). The resulting solution was stirred for 1/2 hour at -50° C. and then for 1/2 hour at 15° C. The solution was cooled to -78° C. and 4-[1-(methoxyethoxymethoxy)ethyl]-5-methylthiothiophene-2-sulfonamide (3.41 g, 0.01 mol) in methylene chloride (15 ml) was added dropwise over 15 minutes. The mixture was stirred at -78°... The reactants are C(=O)(OCC1=CC=CC=C1)N1[C@H](C(=O)O)CCC1 (N-carbobenzoxy-L-proline), N[C@@H](C)CO (L-alaninol), anhydride, ClC(=O)OCC(C)C (isobutyl chloroformate), CN1CCOCC1 (N-methylmorpholine). The solvent is C1CCOC1 (THF). Yields the product C(=O)(OCC1=CC=CC=C1)N1[C@H](C(=O)N[C@@H](C)CO)CCC1 (N-carbobenzoxy-L-prolyl-L-alaninol). As a reaction SMILES: [C:1]([N:11]1[CH2:18][CH2:17][CH2:16][C@H:12]1[C:13]([OH:15])=O)([O:3][CH2:4][C:5]1[CH:10]=[CH:9][CH:8]=[CH:7][CH:6]=1)=[O:2].ClC(OCC(C)C)=O.CN1CCOCC1.[NH2:34][C@H:35]([CH2:37][OH:38])[CH3:36]>C1COCC1>[C:1]([N:11]1[CH2:18][CH2:17][CH2:16][C@H:12]1[C:13]([NH:34][C@H:35]([CH2:37][OH:38])[CH3:36])=[O:15])([O:3][CH2:4][C:5]1[CH:6]=[CH:7][CH:8]=[CH:9][CH:10]=1)=[O:2]. Reported procedure: 4.98 g (20 mmol) N-carbobenzoxy-L-proline, 2.73 g (20 mmol) isobutyl chloroformate, 2.02 g (20 mmol) N-methylmorpholine, and 1.50 g (20 mmol) L-alaninol were contacted and reacted in THF substantially according to the mixed anhydride procedure described in Example 1. Recrystallization of crude product from 50 ml ehtyl acetate provided 3.61 g (11.8 mmol, 59%) of colorless, crystalline N-carbobenzoxy-L-prolyl-L-alaninol; m.p. 126.5°-127.6°, α25D-48.9° (C=1.03 g/100 mL in acetone).